Dataset: the Open Reaction Database (ORD), a public repository of structured organic reaction records. Task: describe an organic reaction: reactants, conditions, products, and yield Starting materials: C1(=CC=CC=C1)P(C1=CC=CC=C1)C1=CC=CC=C1 (triphenylphosphine), BrCCCCCCCCCCC1=CC=CC=C1 ((10-bromodecyl)benzene), C1(=CC=CC=C1)P(C1=CC=CC=C1)C1=CC=CC=C1 (Triphenylphosphine). The solvent is C1(=CC=CC=C1)C (toluene). Conditions: temperature 100 celsius, time 12 hour. Product: [Br-].C1(=CC=CC=C1)[P+](CCCCCCCCCCC1=CC=CC=C1)(C1=CC=CC=C1)C1=CC=CC=C1 (triphenyl(10-phenyldecyl)phosphonium bromide). The yield is 54.6%. As a reaction SMILES: [Br:1][CH2:2][CH2:3][CH2:4][CH2:5][CH2:6][CH2:7][CH2:8][CH2:9][CH2:10][CH2:11][C:12]1[CH:17]=[CH:16][CH:15]=[CH:14][CH:13]=1.[C:18]1([P:24]([C:31]2[CH:36]=[CH:35][CH:34]=[CH:33][CH:32]=2)[C:25]2[CH:30]=[CH:29][CH:28]=[CH:27][CH:26]=2)[CH:23]=[CH:22][CH:21]=[CH:20][CH:19]=1>C1(C)C=CC=CC=1>[Br-:1].[C:31]1([P+:24]([C:18]2[CH:19]=[CH:20][CH:21]=[CH:22][CH:23]=2)([C:25]2[CH:30]=[CH:29][CH:28]=[CH:27][CH:26]=2)[CH2:2][CH2:3][CH2:4][CH2:5][CH2:6][CH2:7][CH2:8][CH2:9][CH2:10][CH2:11][C:12]2[CH:17]=[CH:16][CH:15]=[CH:14][CH:13]=2)[CH:32]=[CH:33][CH:34]=[CH:35][CH:36]=1 |f:3.4|. Procedure details: Compound 11 (7.0 g) was dissolved in toluene (80 mL) and triphenylphosphine (6.8 g) was added thereto, followed by stirring at 100° C. for 12 hours. Triphenylphosphine (1.3 g) was further added, followed by stirring at 100° C. for 24 hours. After cooling the reaction solution to room temperature, the resulting precipitate was washed with toluene three times and the residue was dried under reduced pressure to obtain the title compound (7.2 g) having the following physical property values. The reactants are O1CCC(=CC1)C1=NC=C(C=C1N)C=1CCOCC1 (2,5-bis(3,6-dihydro-2H-pyran-4-yl)pyridin-3-amine), ClC1=C(C(=NC2=CC(=CC(=C12)F)F)C1=NC=CC=C1)C (4-chloro-5,7-difluoro-3-methyl-2-(pyridin-2-yl)quinoline), C1(CCCCC1)P(C1(C(=C(C=C(C1)C(C)C)C(C)C)C1=CC=CC=C1)C(C)C)C1CCCCC1 (2-dicyclohexylphosphino-2,4,6,-triisopropylbiphenyl), CC(C)C1=CC(=C(C(=C1)C(C)C)C2=C(C=CC=C2)P(C3CCCCC3)C4CCCCC4)C(C)C (X-Phos), CC(C)([O-])C.[Na+] (sodium tert-butoxide). The reagents and catalysts are C=1C=CC(=CC1)/C=C/C(=O)/C=C/C2=CC=CC=C2.C=1C=CC(=CC1)/C=C/C(=O)/C=C/C2=CC=CC=C2.C=1C=CC(=CC1)/C=C/C(=O)/C=C/C2=CC=CC=C2.[Pd].[Pd] (tris(dibenzylideneacetone)dipalladium). The solvent is O (water), C1(=CC=CC=C1)C (toluene). Reaction conditions: temperature 90 celsius, time 21 hour. Product: O1CCC(=CC1)C1=NC=C(C=C1NC1=C(C(=NC2=CC(=CC(=C12)F)F)C1=NC=CC=C1)C)C=1CCOCC1 (N-(2,5-bis(3,6-dihydro-2H-pyran-4-yl)-pyridin-3-yl)-5,7-difluoro-3-methyl-2-(pyridin-2-yl)quinolin-4-amine). Reaction SMILES: [O:1]1[CH2:6][CH:5]=[C:4]([C:7]2[C:12]([NH2:13])=[CH:11][C:10]([C:14]3[CH2:15][CH2:16][O:17][CH2:18][CH:19]=3)=[CH:9][N:8]=2)[CH2:3][CH2:2]1.Cl[C:21]1[C:30]2[C:25](=[CH:26][C:27]([F:32])=[CH:28][C:29]=2[F:31])[N:24]=[C:23]([C:33]2[CH:38]=[CH:37][CH:36]=[CH:35][N:34]=2)[C:22]=1[CH3:39].C1(P(C2CCCCC2)C2(C(C)C)CC(C(C)C)=CC(C(C)C)=C2C2C=CC=CC=2)CCCCC1.CC(C1C=C(C(C)C)C(C2C=CC=CC=2P(C2CCCCC2)C2CCCCC2)=C(C(C)C)C=1)C.CC(C)([O-])C.[Na+]>C1(C)C=CC=CC=1.C1C=CC(/C=C/C(/C=C/C2C=CC=CC=2)=O)=CC=1.C1C=CC(/C=C/C(/C=C/C2C=CC=CC=2)=O)=CC=1.C1C=CC(/C=C/C(/C=C/C2C=CC=CC=2)=O)=CC=1.[Pd].[Pd].O>[O:1]1[CH2:2][CH:3]=[C:4]([C:7]2[C:12]([NH:13][C:21]3[C:30]4[C:25](=[CH:26][C:27]([F:32])=[CH:28][C:29]=4[F:31])[N:24]=[C:23]([C:33]4[CH:38]=[CH:37][CH:36]=[CH:35][N:34]=4)[C:22]=3[CH3:39])=[CH:11][C:10]([C:14]3[CH2:15][CH2:16][O:17][CH2:18][CH:19]=3)=[CH:9][N:8]=2)[CH2:5][CH2:6]1 |f:4.5,7.8.9.10.11|. Procedure: A mixture of 2,5-bis(3,6-dihydro-2H-pyran-4-yl)pyridin-3-amine (47.3 mg, 0.18 mmol), 4-chloro-5,7-difluoro-3-methyl-2-(pyridin-2-yl)quinoline (47.8 mg, 0.16 mmol), 2-dicyclohexylphosphino-2,4,6,-triisopropylbiphenyl, (X-Phos) (12.6 mg, 0.026 mmol), tris(dibenzylideneacetone)dipalladium (0) (7 mg, 7.6 μmol), and sodium tert-butoxide (56.6 mg, 0.59 mmol) in dry toluene (1.5 mL) was degassed by nitrogen. The resulting reaction was heated to 90° C. and monitored with TLC and LC-MS. After 21 h, the r... Reactants: ON1C(CCC1=O)=O (N-hydroxysuccinimide), C1(CCCCC1)N=C=NC1CCCCC1 (dicyclohexylcarbodiimide), N1=C(N=CC=C1)SCC(=O)O ((Pyrimidin-2-ylsulfanyl)-acetic acid). The solvent is CN(C)C=O (DMF). Reaction conditions: time 16 hour. Product: O=C1N(C(CC1)=O)OC(CSC1=NC=CC=N1)=O ((Pyrimidin-2-ylsulfanyl)-acetic acid-(2,5-dioxo-pyrrolidine-1-yl)-ester). As a reaction SMILES: [OH:1][N:2]1[C:6](=[O:7])[CH2:5][CH2:4][C:3]1=[O:8].C1(N=C=NC2CCCCC2)CCCCC1.[N:24]1[CH:29]=[CH:28][CH:27]=[N:26][C:25]=1[S:30][CH2:31][C:32](O)=[O:33]>CN(C=O)C>[O:8]=[C:3]1[CH2:4][CH2:5][C:6](=[O:7])[N:2]1[O:1][C:32](=[O:33])[CH2:31][S:30][C:25]1[N:26]=[CH:27][CH:28]=[CH:29][N:24]=1. Procedure details: 12.31 g (107 mMol) N-hydroxysuccinimide and 22.70 g (110 mMol) dicyclohexylcarbodiimide were added at −35° C. to a solution of 18.27 g (107 mMol) (Pyrimidin-2-ylsulfanyl)-acetic acid (a) dissolved in 200 ml DMF. The reaction mixture was stirred for 16 h under argon. The residue was filtered and the filtrate was evaporated in vacuo to dryness. The remaining product was dissolved under reflux in 400 ml ethyl acetate, the hot solution was filtered and the mixture was subjected to a chromatographic ... The reactants are C(C)SC1=CC=C(C=C1)CC=1C(=NNC1C)O[C@H]1[C@H](O)[C@@H](O)[C@H](O)[C@H](O1)CO (4-[(4-ethylthiophenyl)methyl]-3-(β-D-glucopyranosyloxy)-5-methyl-1H-pyrazole), ClC(=O)OCC (ethyl chloroformate), CC1=NC(=CC(=C1)C)C (2,4,6-trimethylpyridine), C(CC(O)(C(=O)O)CC(=O)O)(=O)O (citric acid). Reaction conditions: time 8 hour. Yields the product C(C)OC(=O)N1N=C(C(=C1C)CC1=CC=C(C=C1)SCC)O[C@H]1[C@H](O)[C@@H](O)[C@H](O)[C@H](O1)COC(=O)OCC (1-ethoxycarbonyl-3-(6-O-ethoxycarbonyl-β-D-glucopyranosyloxy)-4-[(4-ethylthiophenyl)methyl]-5-methylpyrazole). RXN SMILES: [CH2:1]([S:3][C:4]1[CH:9]=[CH:8][C:7]([CH2:10][C:11]2[C:12]([O:17][C@@H:18]3[O:26][C@H:25]([CH2:27][OH:28])[C@@H:23]([OH:24])[C@H:21]([OH:22])[C@H:19]3[OH:20])=[N:13][NH:14][C:15]=2[CH3:16])=[CH:6][CH:5]=1)[CH3:2].Cl[C:30]([O:32][CH2:33][CH3:34])=[O:31].[C:35]([OH:47])(=[O:46])CC(CC(O)=O)(C(O)=O)O.[CH3:48][C:49]1C=C(C)C=C(C)N=1>>[CH2:33]([O:32][C:30]([N:14]1[C:15]([CH3:16])=[C:11]([CH2:10][C:7]2[CH:8]=[CH:9][C:4]([S:3][CH2:1][CH3:2])=[CH:5][CH:6]=2)[C:12]([O:17][C@@H:18]2[O:26][C@H:25]([CH2:27][O:28][C:35]([O:47][CH2:48][CH3:49])=[O:46])[C@@H:23]([OH:24])[C@H:21]([OH:22])[C@H:19]2[OH:20])=[N:13]1)=[O:31])[CH3:34]. Procedure: To a solution of 4-[(4-ethylthiophenyl)methyl]-3-(β-D-glucopyranosyloxy)-5-methyl-1H-pyrazole (0.03 g) in 2,4,6-trimethylpyridine (0.5 mL) was added ethyl chloroformate (0.021 mL), and the mixture was stirred at room temperature overnight. To the reaction mixture was added 10% aqueous citric acid solution, and the resulting mixture was extracted with ethylacetate. The organic layer was dried over anhydrous magnesium sulfate, and the solvent was removed under reduced pressure. The residue was pur... Reactants: Cc1cc(C)cc(Br)c1, O=C1CCC(=O)N1Br, O=C(OOC(=O)c1ccccc1)c1ccccc1, c1ccccc1. The product is Cc1cc(Br)cc(CBr)c1. As a reaction SMILES: [Br:1][c:2]1[cH:3][c:4]([CH3:9])[cH:5][c:6]([CH3:8])[cH:7]1.[Br:28][N:29]1[C:30](=[O:31])[CH2:32][CH2:33][C:34]1=[O:35].[C:10]([O:11][O:12][C:13](=[O:14])[c:15]1[cH:16][cH:17][cH:18][cH:19][cH:20]1)(=[O:21])[c:22]1[cH:23][cH:24][cH:25][cH:26][cH:27]1.[cH:36]1[cH:37][cH:38][cH:39][cH:40][cH:41]1>>[Br:1][c:2]1[cH:3][c:4]([CH3:9])[cH:5][c:6]([CH2:8][Br:28])[cH:7]1. Isolated yield 77.7%. Starting materials: C(C)O.C(C)(=O)OCC (ethanol ethyl acetate), C1(C=2C(C(N1CCSC1=CC=NC=C1)=O)=CC=CC2)=O (4-(2-phthalimidoethylthio)pyridine), [BH4-].[Na+] (sodium borohydride). Conditions: time 3 hour. Solvent: C(C)O (ethanol). Product: OCC1=C(C(=O)NCCSC2=CC=NC=C2)C=CC=C1 (4-[2-(2-hydroxymethylbenzoyl)aminoethylthio]pyridine). Procedure: To a solution of 2.84 g (10.0 mmol) of 4-(2-phthalimidoethylthio)pyridine in 150 ml of ethanol, 3.78 g (100 mmol) of sodium borohydride was added, and the mixture was stirred at room temperature for 3 hours. The solvent was distilled off and saturated saline was added to the residue. The mixture was extracted with chloroform and the extract was dried over anhydrous magnesium sulfate. The solvent was distilled off and the residue was purified by column chromatography (eluent: ethanol/ethyl acetat... Reaction SMILES: [C:1]1(=[O:20])[N:5]([CH2:6][CH2:7][S:8][C:9]2[CH:14]=[CH:13][N:12]=[CH:11][CH:10]=2)[C:4](=[O:15])[C:3]2=[CH:16][CH:17]=[CH:18][CH:19]=[C:2]12.[BH4-].[Na+].C(O)C.C(OCC)(=O)C>C(O)C>[OH:20][CH2:1][C:2]1[CH:19]=[CH:18][CH:17]=[CH:16][C:3]=1[C:4]([NH:5][CH2:6][CH2:7][S:8][C:9]1[CH:10]=[CH:11][N:12]=[CH:13][CH:14]=1)=[O:15] |f:1.2,3.4|.